Dataset: the Open Reaction Database (ORD), a public repository of structured organic reaction records. Task: describe an organic reaction: reactants, conditions, products, and yield Starting materials: O=C(Nc1nonc1-c1noc(=O)n1-c1ccc(F)c(Br)c1)C(F)(F)F, OCc1cccnc1, CC(C)OC(=O)N=NC(=O)OC(C)C, C1CCOC1, c1ccc(P(c2ccccc2)c2ccccc2)cc1. The product is O=c1onc(-c2nonc2NCc2cccnc2)n1-c1ccc(F)c(Br)c1, O=C(O)C(F)(F)F. RXN SMILES: [Br:1][c:2]1[cH:3][c:4](-[n:9]2[c:10](-[c:15]3[c:16]([NH:20][C:21]([C:22]([F:23])([F:24])[F:25])=[O:26])[n:17][o:18][n:19]3)[n:11][o:12][c:13]2=[O:14])[cH:5][cH:6][c:7]1[F:8].[CH2:27]([c:28]1[cH:29][n:30][cH:31][cH:32][cH:33]1)[OH:34].[O:54]=[C:55]([O:56][CH:57]([CH3:58])[CH3:59])[N:60]=[N:61][C:62]([O:63][CH:64]([CH3:65])[CH3:66])=[O:67].[O:68]1[CH2:69][CH2:70][CH2:71][CH2:72]1.[c:35]1([P:36]([c:37]2[cH:38][cH:39][cH:40][cH:41][cH:42]2)[c:43]2[cH:44][cH:45][cH:46][cH:47][cH:48]2)[cH:49][cH:50][cH:51][cH:52][cH:53]1>>[Br:1][c:2]1[cH:3][c:4](-[n:9]2[c:10](-[c:15]3[c:16]([NH:20][CH2:27][c:28]4[cH:29][n:30][cH:31][cH:32][cH:33]4)[n:17][o:18][n:19]3)[n:11][o:12][c:13]2=[O:14])[cH:5][cH:6][c:7]1[F:8].[C:21]([C:22]([F:23])([F:24])[F:25])([OH:26])=[O:34]. Starting materials: C(=O)C=1N=C2N(N=CC=C2N2CCOCC2)C1C1CCN(CC1)C(=O)OC(C)(C)C (tert-Butyl 4-(2-formyl-8-morpholinoimidazo[1,2-b]pyridazin-3-yl)piperidine-1-carboxylate), CC1=NC2=CC=CC=C2C=C1 (2-methylquinoline), Br[Si](C)(C)C (bromotrimethylsilane). Run in CN(C)C=O (DMF). Product: O1CCN(CC1)C=1C=2N(N=CC1)C(=C(N2)\C=C\C2=NC1=CC=CC=C1C=C2)C2CCN(CC2)C(=O)OC(C)(C)C ((E)-tert-Butyl 4-(8-morpholino-2-(2-(quinolin-2-yl)vinyl)imidazo[1,2-b]pyridazin-3-yl)piperidine-1-carboxylate). Reaction SMILES: [CH:1]([C:3]1[N:4]=[C:5]2[C:10]([N:11]3[CH2:16][CH2:15][O:14][CH2:13][CH2:12]3)=[CH:9][CH:8]=[N:7][N:6]2[C:17]=1[CH:18]1[CH2:23][CH2:22][N:21]([C:24]([O:26][C:27]([CH3:30])([CH3:29])[CH3:28])=[O:25])[CH2:20][CH2:19]1)=O.[CH3:31][C:32]1[CH:41]=[CH:40][C:39]2[C:34](=[CH:35][CH:36]=[CH:37][CH:38]=2)[N:33]=1.Br[Si](C)(C)C>CN(C=O)C>[O:14]1[CH2:13][CH2:12][N:11]([C:10]2[C:5]3[N:6]([C:17]([CH:18]4[CH2:23][CH2:22][N:21]([C:24]([O:26][C:27]([CH3:30])([CH3:29])[CH3:28])=[O:25])[CH2:20][CH2:19]4)=[C:3](/[CH:1]=[CH:31]/[C:32]4[CH:41]=[CH:40][C:39]5[C:34](=[CH:35][CH:36]=[CH:37][CH:38]=5)[N:33]=4)[N:4]=3)[N:7]=[CH:8][CH:9]=2)[CH2:16][CH2:15]1. Procedure: A solution of compound 41c (0.40 g, 0.96 mmol), 2-methylquinoline (0.17 g, 1.2 mmol) and bromotrimethylsilane (0.32 g, 2.9 mmol) in DMF (4 mL) was stirred at 80° C. for 5 h and allowed to cool to rt. The solids formed were collected by filtration, and washed with methanol (50 mL) to obtain compound 48a as a brown solid. Mass Spectrum (LCMS, ESI pos.): Calcd. for C31H36N6O3: 541.3 (M+H). Found: 541.2.